Dataset: the Open Reaction Database (ORD), a public repository of structured organic reaction records. Task: describe an organic reaction: reactants, conditions, products, and yield The reactants are CN1N=C(C2=C1SC(=C2)C(=O)O)C (1,3-dimethyl-1H-thieno[2,3-c]pyrazole-5-carboxylic acid), C(C(=O)Cl)(=O)Cl (oxalyl chloride), ClC1=CC=C(C=C1)N(C(C)=O)[C@@H]1C[C@@H](N(C2=CC=CC=C12)C(=O)C=1C=NN(C1)C(C)C)C (N-(4-chlorophenyl)-N-{(2S,4R)-1-[(1-isopropyl-1H-pyrazol-4-yl)carbonyl]-2-methyl-1,2,3,4-tetrahydroquinolin-4-yl}acetamide), C(C)(C)N1N=CC(=C1)C(=O)Cl (1-isopropyl-1H-pyrazole-4-carbonyl chloride). Solvent: ClCCl (dichloromethane), CN(C)C=O (DMF). Yields the product ClC1=CC=C(C=C1)N(C(C)=O)[C@@H]1C[C@@H](N(C2=CC=CC=C12)C(=O)C1=CC2=C(N(N=C2C)C)S1)C (N-(4-Chlorophenyl)-N-{(2S,4R)-1-[(1,3-dimethyl-1H-thieno[2,3-c]pyrazol-5-yl)carbonyl]-2-methyl-1,2,3,4-tetrahydroquinolin-4-yl}acetamide), CN1N=C(C2=C1SC(=C2)C(=O)Cl)C (1,3-Dimethyl-1H-thieno[2,3-c]pyrazole-5-carbonyl chloride). Reaction SMILES: [Cl:1][C:2]1[CH:7]=[CH:6][C:5]([N:8]([C@H:12]2[C:21]3[C:16](=[CH:17][CH:18]=[CH:19][CH:20]=3)[N:15]([C:22]([C:24]3C=NN(C(C)C)[CH:28]=3)=[O:23])[C@@H:14]([CH3:32])[CH2:13]2)[C:9](=[O:11])[CH3:10])=[CH:4][CH:3]=1.C(N1C=C(C([Cl:43])=O)C=N1)(C)C.[CH3:44][N:45]1[C:49]2[S:50][C:51]([C:53](O)=[O:54])=[CH:52][C:48]=2[C:47]([CH3:56])=[N:46]1.C(Cl)(=O)C(Cl)=O>ClCCl.CN(C=O)C>[Cl:1][C:2]1[CH:3]=[CH:4][C:5]([N:8]([C@H:12]2[C:21]3[C:16](=[CH:17][CH:18]=[CH:19][CH:20]=3)[N:15]([C:22]([C:24]3[S:50][C:49]4[N:45]([CH3:44])[N:46]=[C:47]([CH3:56])[C:48]=4[CH:28]=3)=[O:23])[C@@H:14]([CH3:32])[CH2:13]2)[C:9](=[O:11])[CH3:10])=[CH:6][CH:7]=1.[CH3:44][N:45]1[C:49]2[S:50][C:51]([C:53]([Cl:43])=[O:54])=[CH:52][C:48]=2[C:47]([CH3:56])=[N:46]1. Reported procedure: N-(4-Chlorophenyl)-N-{(2S,4R)-1-[(1,3-dimethyl-1H-thieno[2,3-c]pyrazol-5-yl)carbonyl]-2-methyl-1,2,3,4-tetrahydroquinolin-4-yl}acetamide was prepared following the procedure for N-(4-chlorophenyl)-N-{(2S,4R)-1-[(1-isopropyl-1H-pyrazol-4-yl)carbonyl]-2-methyl-1,2,3,4-tetrahydroquinolin-4-yl}acetamide substituting 1,3-dimethyl-1H-thieno[2,3-c]pyrazole-5-carbonyl chloride for 1-isopropyl-1H-pyrazole-4-carbonyl chloride. (1,3-Dimethyl-1H-thieno[2,3-c]pyrazole-5-carbonyl chloride was prepared from co... Reactants: CCOP(=O)(Cc1ccnc(C#N)c1)OCC, O=S(=O)(O)O. The product is CCOP(=O)(Cc1ccnc(C(N)=O)c1)OCC. Reaction SMILES: [C:1](#[N:2])[c:3]1[n:4][cH:5][cH:6][c:7]([CH2:9][P:10](=[O:11])([O:12][CH2:13][CH3:14])[O:15][CH2:16][CH3:17])[cH:8]1.[S:18]([OH:19])(=[O:20])(=[O:21])[OH:22]>>[C:1]([NH2:2])([c:3]1[n:4][cH:5][cH:6][c:7]([CH2:9][P:10](=[O:11])([O:12][CH2:13][CH3:14])[O:15][CH2:16][CH3:17])[cH:8]1)=[O:19]. The product is O=S(=O)(c1ccccc1)N1CCc2cc(O)ccc2C1c1ccc(OCCN2CCCC2)cc1. The reactants are CO, O=C[O-], [NH4+], O=S(=O)(c1ccccc1)N1CCc2cc(OCc3ccccc3)ccc2C1c1ccc(OCCN2CCCC2)cc1. As a reaction SMILES: [CH3:46][OH:47].[CH:42]([O-:43])=[O:44].[NH4+:45].[c:1]1([S:7](=[O:8])(=[O:9])[N:10]2[CH:11]([c:28]3[cH:29][cH:30][c:31]([O:34][CH2:35][CH2:36][N:37]4[CH2:38][CH2:39][CH2:40][CH2:41]4)[cH:32][cH:33]3)[c:12]3[cH:13][cH:14][c:15]([O:20][CH2:21][c:22]4[cH:23][cH:24][cH:25][cH:26][cH:27]4)[cH:16][c:17]3[CH2:18][CH2:19]2)[cH:2][cH:3][cH:4][cH:5][cH:6]1>>[c:1]1([S:7](=[O:8])(=[O:9])[N:10]2[CH:11]([c:28]3[cH:29][cH:30][c:31]([O:34][CH2:35][CH2:36][N:37]4[CH2:38][CH2:39][CH2:40][CH2:41]4)[cH:32][cH:33]3)[c:12]3[cH:13][cH:14][c:15]([OH:20])[cH:16][c:17]3[CH2:18][CH2:19]2)[cH:2][cH:3][cH:4][cH:5][cH:6]1. Reactants: Cc1cc(C(F)(F)F)nn1CC(=O)N1CCC(c2nc(C(=O)O)cs2)CC1, OC1CCCc2ccccc21, C1CCOC1, c1ccc(P(c2ccccc2)c2ccccc2)cc1. Yields the product Cc1cc(C(F)(F)F)nn1CC(=O)N1CCC(c2nc(C(=O)OC3CCCc4ccccc43)cs2)CC1. Reaction SMILES: [CH3:31][c:32]1[cH:33][c:34]([C:54]([F:55])([F:56])[F:57])[n:35][n:36]1[CH2:37][C:38](=[O:39])[N:40]1[CH2:41][CH2:42][CH:43]([c:46]2[s:47][cH:48][c:49]([C:51](=[O:52])[OH:53])[n:50]2)[CH2:44][CH2:45]1.[CH:1]1([OH:11])[CH2:2][CH2:3][CH2:4][c:5]2[cH:6][cH:7][cH:8][cH:9][c:10]21.[O:58]1[CH2:59][CH2:60][CH2:61][CH2:62]1.[c:12]1([P:13]([c:14]2[cH:15][cH:16][cH:17][cH:18][cH:19]2)[c:20]2[cH:21][cH:22][cH:23][cH:24][cH:25]2)[cH:26][cH:27][cH:28][cH:29][cH:30]1>>[CH:1]1([O:11][C:51]([c:49]2[cH:48][s:47][c:46]([CH:43]3[CH2:42][CH2:41][N:40]([C:38]([CH2:37][n:36]4[c:32]([CH3:31])[cH:33][c:34]([C:54]([F:55])([F:56])[F:57])[n:35]4)=[O:39])[CH2:45][CH2:44]3)[n:50]2)=[O:52])[CH2:2][CH2:3][CH2:4][c:5]2[cH:6][cH:7][cH:8][cH:9][c:10]21. Starting materials: C(#N)C=1C=C2C(=NC=NC2=CC1OCC=1C=C(C=CC1)S(=O)(=NC(=O)OCC)C)NC(C)C ((RS)-S-[3-({[6-cyano-4-(isopropylamino)-quinazolin-7-yl]oxy}methyl)phenyl]-N-(ethoxycarbonyl)-S-methylsulphoximide), ClCCl.CO (dichloromethane methanol), →. Run in CO (methanol). Yields the product C(#N)C=1C=C2C(=NC=NC2=CC1OCC=1C=C(C=CC1)S(=O)(=N)C)NC(C)C ((RS)-S-[3-({[6-Cyano-4-(isopropylamino)quinazolin-7-yl]oxy}methyl)phenyl]-S-methylsulphoximide). Isolated yield 74.0%. As a reaction SMILES: [C:1]([C:3]1[CH:4]=[C:5]2[C:10](=[CH:11][C:12]=1[O:13][CH2:14][C:15]1[CH:16]=[C:17]([S:21]([CH3:29])(=[N:23]C(OCC)=O)=[O:22])[CH:18]=[CH:19][CH:20]=1)[N:9]=[CH:8][N:7]=[C:6]2[NH:30][CH:31]([CH3:33])[CH3:32])#[N:2].ClCCl.CO>CO>[C:1]([C:3]1[CH:4]=[C:5]2[C:10](=[CH:11][C:12]=1[O:13][CH2:14][C:15]1[CH:16]=[C:17]([S:21]([CH3:29])(=[NH:23])=[O:22])[CH:18]=[CH:19][CH:20]=1)[N:9]=[CH:8][N:7]=[C:6]2[NH:30][CH:31]([CH3:33])[CH3:32])#[N:2] |f:1.2|. Reported procedure: According to GWP 6, the conversion of (RS)-S-[3-({[6-cyano-4-(isopropylamino)-quinazolin-7-yl]oxy}methyl)phenyl]-N-(ethoxycarbonyl)-S-methylsulphoximide (65 mg, 0.14 mmol) and chromatographic purification (silica gel, dichloromethane/methanol: 0→30% methanol) gives the desired product in 74% yield (41 mg).